From a dataset of the Open Reaction Database (ORD), a public repository of structured organic reaction records. describe an organic reaction: reactants, conditions, products, and yield The reactants are C(C)(=O)N1CCN(CC1)C1=CC=C(C=C1)NS(=O)(=O)C (1-Acetyl-4-(4-methanesulphonamidophenyl)piperazine), Cl (hydrochloric acid). The product is Cl.CS(=O)(=O)NC1=CC=C(C=C1)N1CCNCC1 (1-(4-Methanesulphonamidophenyl)piperazine hydrochloride). As a reaction SMILES: C([N:4]1[CH2:9][CH2:8][N:7]([C:10]2[CH:15]=[CH:14][C:13]([NH:16][S:17]([CH3:20])(=[O:19])=[O:18])=[CH:12][CH:11]=2)[CH2:6][CH2:5]1)(=O)C.[ClH:21]>>[ClH:21].[CH3:20][S:17]([NH:16][C:13]1[CH:12]=[CH:11][C:10]([N:7]2[CH2:8][CH2:9][NH:4][CH2:5][CH2:6]2)=[CH:15][CH:14]=1)(=[O:18])=[O:19] |f:2.3|. Reported procedure: 1-Acetyl-4-(4-methanesulphonamidophenyl)piperazine (9.6 g) and 5N aqueous hydrochloric acid (100 ml) were heated at 100° for 1 hour, the solvent was evaporated, and the residue dried by azeotroping with toluene. The residue was crystallised from ethanol, yield of the title compound 8.26 g, m.p. 230° (dec.).